From a dataset of the Open Reaction Database (ORD), a public repository of structured organic reaction records. describe an organic reaction: reactants, conditions, products, and yield The reactants are COc1ccc2[nH]c(S)nc2c1, CCO, Fc1c(N2CCOCC2)ccnc1CCl, Cl, [Na+], [OH-]. Product: COc1ccc2[nH]c(SCc3nccc(N4CCOCC4)c3F)nc2c1. As a reaction SMILES: [CH3:19][O:20][c:21]1[cH:22][c:23]2[c:24]([nH:25][c:26]([SH:28])[n:27]2)[cH:29][cH:30]1.[CH3:31][CH2:32][OH:33].[Cl:4][CH2:5][c:6]1[n:7][cH:8][cH:9][c:10]([N:13]2[CH2:14][CH2:15][O:16][CH2:17][CH2:18]2)[c:11]1[F:12].[ClH:3].[Na+:2].[OH-:1]>>[CH2:5]([c:6]1[n:7][cH:8][cH:9][c:10]([N:13]2[CH2:14][CH2:15][O:16][CH2:17][CH2:18]2)[c:11]1[F:12])[S:28][c:26]1[nH:25][c:24]2[c:23]([cH:22][c:21]([O:20][CH3:19])[cH:30][cH:29]2)[n:27]1. Starting materials: CC(C)=O, OCC1Cc2c(c(Cl)cc3c(-c4ccccc4Cl)noc23)O1, O=[Cr](=O)=O, O, O=S(=O)(O)O. The product is O=C(O)C1Cc2c(c(Cl)cc3c(-c4ccccc4Cl)noc23)O1. RXN SMILES: [CH3:33][C:34](=[O:35])[CH3:36].[Cl:1][c:2]1[c:3]2[c:4]([c:5]3[c:6]([c:7](-[c:10]4[c:11]([Cl:16])[cH:12][cH:13][cH:14][cH:15]4)[n:8][o:9]3)[cH:17]1)[CH2:18][CH:19]([CH2:21][OH:22])[O:20]2.[O:23]=[Cr:24](=[O:25])=[O:26].[OH2:27].[S:28](=[O:29])(=[O:30])([OH:31])[OH:32]>>[Cl:1][c:2]1[c:3]2[c:4]([c:5]3[c:6]([c:7](-[c:10]4[c:11]([Cl:16])[cH:12][cH:13][cH:14][cH:15]4)[n:8][o:9]3)[cH:17]1)[CH2:18][CH:19]([C:21](=[O:22])[OH:23])[O:20]2. Starting materials: [BH3-]C#N, COc1cccc2c1CCC(=O)C2, Cl, [Na+], Cc1ccc(S(=O)(=O)O)cc1, NCCc1cccs1. As a reaction SMILES: [C:34]([BH3-:35])#[N:36].[CH3:2][O:3][c:4]1[c:5]2[c:10]([cH:11][cH:12][cH:13]1)[CH2:9][C:8](=[O:14])[CH2:7][CH2:6]2.[ClH:1].[Na+:37].[c:23]1([CH3:24])[cH:25][cH:26][c:27]([S:28]([OH:29])(=[O:30])=[O:31])[cH:32][cH:33]1.[s:15]1[c:16]([CH2:20][CH2:21][NH2:22])[cH:17][cH:18][cH:19]1>>[CH3:2][O:3][c:4]1[c:5]2[c:10]([cH:11][cH:12][cH:13]1)[CH2:9][CH:8]([NH:22][CH2:21][CH2:20][c:16]1[s:15][cH:19][cH:18][cH:17]1)[CH2:7][CH2:6]2. The product is COc1cccc2c1CCC(NCCc1cccs1)C2.